This data is from the Open Reaction Database (ORD), a public repository of structured organic reaction records. The task is: describe an organic reaction: reactants, conditions, products, and yield As a reaction SMILES: [N:1]1[CH:6]=[CH:5][C:4]([CH2:7][N:8]([C:25]2[CH:26]=[N:27][CH:28]=[CH:29][CH:30]=2)[C:9](=[O:24])[NH:10][C:11]2[CH:16]=[C:15]([O:17][CH3:18])[CH:14]=[C:13]([C:19]([CH3:22])([CH3:21])[CH3:20])[C:12]=2[OH:23])=[CH:3][CH:2]=1.[C:31]1([CH3:41])[CH:36]=[CH:35][C:34]([S:37]([OH:40])(=[O:39])=[O:38])=[CH:33][CH:32]=1>C(OCC)(=O)C>[C:31]1([CH3:41])[CH:32]=[CH:33][C:34]([S:37]([OH:40])(=[O:38])=[O:39])=[CH:35][CH:36]=1.[C:31]1([CH3:41])[CH:32]=[CH:33][C:34]([S:37]([OH:40])(=[O:38])=[O:39])=[CH:35][CH:36]=1.[N:1]1[CH:6]=[CH:5][C:4]([CH2:7][N:8]([C:25]2[CH:26]=[N:27][CH:28]=[CH:29][CH:30]=2)[C:9](=[O:24])[NH:10][C:11]2[CH:16]=[C:15]([O:17][CH3:18])[CH:14]=[C:13]([C:19]([CH3:22])([CH3:21])[CH3:20])[C:12]=2[OH:23])=[CH:3][CH:2]=1 |f:3.4.5|. Yield: 69.8%. Procedure details: Ethyl acetate (4 ml) was added to 100 mg of 2-[3-(4-pyridylmethyl)-3-(3-pyridyl)ureido]-4-methoxy-6-tert-butylphenol and the mixture was heated. 94 mg of p-toluenesulfonic acid was added to the above solution. After cooling the solution, the solvent was removed under reduced pressure and the residue was crystallized from an ethanol solution to give 129 mg of 2-[3-(4-pyridylmethyl)-3-(3-pyridyl)ureido]-4-methoxy-6-tert-butylphenol di-p-toluenesulfonate (yield: 70%, melting point: 124°-128 C.). Solvent: C(C)(=O)OCC (Ethyl acetate). The reactants are N1=CC=C(C=C1)CN(C(NC1=C(C(=CC(=C1)OC)C(C)(C)C)O)=O)C=1C=NC=CC1 (2-[3-(4-pyridylmethyl)-3-(3-pyridyl)ureido]-4-methoxy-6-tert-butylphenol), C1(=CC=C(C=C1)S(=O)(=O)O)C (p-toluenesulfonic acid). Yields the product C1(=CC=C(C=C1)S(=O)(=O)O)C.C1(=CC=C(C=C1)S(=O)(=O)O)C.N1=CC=C(C=C1)CN(C(NC1=C(C(=CC(=C1)OC)C(C)(C)C)O)=O)C=1C=NC=CC1 (2-[3-(4-pyridylmethyl)-3-(3-pyridyl)ureido]-4-methoxy-6-tert-butylphenol di-p-toluenesulfonate). Starting materials: ClC(Cl)Cl, O=C(NOC1CCCCO1)C1CNCCN1S(=O)(=O)c1ccc(-c2ccc(F)cc2)s1, O=C=Nc1ccccc1. The product is O=C(NOC1CCCCO1)C1CN(C(=O)Nc2ccccc2)CCN1S(=O)(=O)c1ccc(-c2ccc(F)cc2)s1. Reaction SMILES: [Cl:41][CH:42]([Cl:43])[Cl:44].[F:10][c:11]1[cH:12][cH:13][c:14](-[c:17]2[cH:18][cH:19][c:20]([S:22](=[O:23])(=[O:24])[N:25]3[CH:26]([C:31](=[O:32])[NH:33][O:34][CH:35]4[O:36][CH2:37][CH2:38][CH2:39][CH2:40]4)[CH2:27][NH:28][CH2:29][CH2:30]3)[s:21]2)[cH:15][cH:16]1.[O:1]=[C:2]=[N:3][c:4]1[cH:5][cH:6][cH:7][cH:8][cH:9]1>>[O:1]=[C:2]([NH:3][c:4]1[cH:5][cH:6][cH:7][cH:8][cH:9]1)[N:28]1[CH2:27][CH:26]([C:31](=[O:32])[NH:33][O:34][CH:35]2[O:36][CH2:37][CH2:38][CH2:39][CH2:40]2)[N:25]([S:22]([c:20]2[cH:19][cH:18][c:17](-[c:14]3[cH:13][cH:12][c:11]([F:10])[cH:16][cH:15]3)[s:21]2)(=[O:23])=[O:24])[CH2:30][CH2:29]1. Reactants: Cn1nc(C(F)(F)F)nc1Oc1ccc(N)cc1, CCOC(=O)C1C(=O)N(C)C(=O)N(C)C1=O, Cc1ccccc1. Product: CN1C(=O)C(C(=O)Nc2ccc(Oc3nc(C(F)(F)F)nn3C)cc2)C(=O)N(C)C1=O. RXN SMILES: [CH3:17][n:18]1[n:19][c:20]([C:31]([F:32])([F:33])[F:34])[n:21][c:22]1[O:23][c:24]1[cH:25][cH:26][c:27]([NH2:30])[cH:28][cH:29]1.[CH3:1][N:2]1[C:3](=[O:4])[N:5]([CH3:16])[C:6](=[O:7])[CH:8]([C:11]([O:13][CH2:12][CH3:14])=[O:15])[C:9]1=[O:10].[CH3:35][c:36]1[cH:37][cH:38][cH:39][cH:40][cH:41]1>>[CH3:1][N:2]1[C:3](=[O:4])[N:5]([CH3:16])[C:6](=[O:7])[CH:8]([C:11](=[O:13])[NH:30][c:27]2[cH:26][cH:25][c:24]([O:23][c:22]3[n:18]([CH3:17])[n:19][c:20]([C:31]([F:32])([F:33])[F:34])[n:21]3)[cH:29][cH:28]2)[C:9]1=[O:10]. Reactants: C(C)(C)C=1C=C(C=C(C1N1C(=NC=C1)C1=CC(=CC=C1)OC)C(C)C)C1=CC=CC=C1 (1-(3,5-diisopropyl-[1,1′-biphenyl]-4-yl)-2-(3-methoxyphenyl)-1H-imidazole), Cl.N1=CC=CC=C1 (pyridine hydrochloride). Run at temperature 200 celsius, time 13 hour. The product is C(C)(C)C=1C=C(C=C(C1N1C(=NC=C1)C=1C=C(C=CC1)O)C(C)C)C1=CC=CC=C1 (3-(1-(3,5-diisopropyl-[1,1′-biphenyl]-4-yl)-1H-imidazol-2-yl)phenol). Isolated yield 95.2%. As a reaction SMILES: [CH:1]([C:4]1[CH:5]=[C:6]([C:26]2[CH:31]=[CH:30][CH:29]=[CH:28][CH:27]=2)[CH:7]=[C:8]([CH:23]([CH3:25])[CH3:24])[C:9]=1[N:10]1[CH:14]=[CH:13][N:12]=[C:11]1[C:15]1[CH:20]=[CH:19][CH:18]=[C:17]([O:21]C)[CH:16]=1)([CH3:3])[CH3:2].Cl.N1C=CC=CC=1>>[CH:23]([C:8]1[CH:7]=[C:6]([C:26]2[CH:27]=[CH:28][CH:29]=[CH:30][CH:31]=2)[CH:5]=[C:4]([CH:1]([CH3:3])[CH3:2])[C:9]=1[N:10]1[CH:14]=[CH:13][N:12]=[C:11]1[C:15]1[CH:16]=[C:17]([OH:21])[CH:18]=[CH:19][CH:20]=1)([CH3:24])[CH3:25] |f:1.2|. Reported procedure: A mixture of 1-(3,5-diisopropyl-[1,1′-biphenyl]-4-yl)-2-(3-methoxyphenyl)-1H-imidazole (5.57 g, 13.57 mmol) and pyridine hydrochloride (9.41 g, 81 mmol) were fused with stirring at 200° C. for 13 h. After the reaction was complete, the mixture was partitioned between water and AcOEt. AcOEt layer was separated, washed with water (3×) and brine, and then purified by silica gel column chromatography using DCM/MeOH (96/4) as eluant to afford an off-white solid (5.12 g, 95%). Starting materials: C(C)OP(OCC)(=O)C(CC1CCOCC1)C#N ([1-Cyano-2-(tetrahydro-pyran-4-yl)-ethyl]-phosphonic acid diethyl ester), Lithium (bistrimethylsilyl)amide, O1C(OCCC1)C=1C=C(C=CC1)SC=1C(=CC(=C(C=O)C1)[N+](=O)[O-])F (5-(3-[1,3]dioxan-2-yl-phenylsulfanyl)-4-fluoro-2-nitro-benzaldehyde). The solvent is C1CCOC1 (THF), C(C)(=O)OCC (ethyl acetate). Run at temperature 0 celsius, time 15 minute. Yields the product O1C(OCCC1)C=1C=C(C=CC1)SC=1C(=CC(=C(C1)C=C(C#N)CC1CCOCC1)[N+](=O)[O-])F (3-[5-(3-[1,3]Dioxan-2-yl-phenylsulfanyl)-4-fluoro-2-nitro-phenyl]-2-(tetrahydro-pyran-4-ylmethyl)-acrylonitrile). As a reaction SMILES: C(OP([CH:9]([C:17]#[N:18])[CH2:10][CH:11]1[CH2:16][CH2:15][O:14][CH2:13][CH2:12]1)(=O)OCC)C.[O:19]1[CH2:24][CH2:23][CH2:22][O:21][CH:20]1[C:25]1[CH:26]=[C:27]([S:31][C:32]2[C:33]([F:43])=[CH:34][C:35]([N+:40]([O-:42])=[O:41])=[C:36]([CH:39]=2)[CH:37]=O)[CH:28]=[CH:29][CH:30]=1>C1COCC1.C(OCC)(=O)C>[O:19]1[CH2:24][CH2:23][CH2:22][O:21][CH:20]1[C:25]1[CH:26]=[C:27]([S:31][C:32]2[C:33]([F:43])=[CH:34][C:35]([N+:40]([O-:42])=[O:41])=[C:36]([CH:37]=[C:9]([CH2:10][CH:11]3[CH2:12][CH2:13][O:14][CH2:15][CH2:16]3)[C:17]#[N:18])[CH:39]=2)[CH:28]=[CH:29][CH:30]=1. Procedure details: [1-Cyano-2-(tetrahydro-pyran-4-yl)-ethyl]-phosphonic acid diethyl ester (0.614 g, 2.23 mmol), prepared as described in Example 1, Steps A and B, was dissolved in THF (75 mL) and the resulting mixture cooled to 0° C. Lithium (bistrimethylsilyl)amide (2.2 mL, 2.2 mmol, [1M]) was then added dropwise. The resulting mixture was stirred 15 min, and then 5-(3-[1,3]dioxan-2-yl-phenylsulfanyl)-4-fluoro-2-nitro-benzaldehyde (0.6 g, 1.65 mmol) was added. Stirring was continued at room temperature overnight... Starting materials: Cl (Hydrochloric acid), Cl.Cl.Cl.C(C)(C)(C)OC(=O)N1[C@@H](C[C@@H](C1)N1CCN(CC1)C1=NC=C(C=C1)C(=O)OCC)C(=O)N1CSCC1 (3-{(2S,4S)-1-tert-butoxycarbonyl-4-[4-(5-ethoxycarbonyl-2-pyridyl)-1-piperazinyl]-2-pyrrolidinylcarbonyl}-1,3-thiazolidine trihydrochloride), Cl.Cl.Cl.C(C)OC(=O)C=1C=CC(=NC1)N1CCN(CC1)[C@H]1C[C@H](NC1)C(=O)N1CSCC1 (3-{(2S,4S)-4-[4-(5-ethoxycarbonyl-2-pyridyl)-1-piperazinyl]-2-pyrrolidinylcarbonyl}-1,3-thiazolidine trihydrochloride). Product: Cl.Cl.Cl.C(=O)(O)C=1C=CC(=NC1)N1CCN(CC1)[C@H]1C[C@H](NC1)C(=O)N1CSCC1 (3-{(2S,4S)-4-[4-(5-carboxy-2-pyridyl)-1-piperazinyl]-2-pyrrolidinylcarbonyl}-1,3-thiazolidine trihydrochloride). As a reaction SMILES: [ClH:1].Cl.Cl.Cl.C(OC([N:12]1[CH2:16][C@@H:15]([N:17]2[CH2:22][CH2:21][N:20]([C:23]3[CH:28]=[CH:27][C:26]([C:29]([O:31]CC)=[O:30])=[CH:25][N:24]=3)[CH2:19][CH2:18]2)[CH2:14][C@H:13]1[C:34]([N:36]1[CH2:40][CH2:39][S:38][CH2:37]1)=[O:35])=O)(C)(C)C.Cl.Cl.Cl.C(OC(C1C=CC(N2CCN([C@@H]3CN[C@H](C(N4CCSC4)=O)C3)CC2)=NC=1)=O)C>>[ClH:1].[ClH:1].[ClH:1].[C:29]([C:26]1[CH:27]=[CH:28][C:23]([N:20]2[CH2:19][CH2:18][N:17]([C@@H:15]3[CH2:16][NH:12][C@H:13]([C:34]([N:36]4[CH2:40][CH2:39][S:38][CH2:37]4)=[O:35])[CH2:14]3)[CH2:22][CH2:21]2)=[N:24][CH:25]=1)([OH:31])=[O:30] |f:1.2.3.4,5.6.7.8,9.10.11.12|. Reported procedure: 6 mol/L Hydrochloric acid was added to 3-{(2S,4S)-1-tert-butoxycarbonyl-4-[4-(5-ethoxycarbonyl-2-pyridyl)-1-piperazinyl]-2-pyrrolidinylcarbonyl}-1,3-thiazolidine trihydrochloride [product of Example 211 (2), 1.00 g] and the mixture was refluxed for 2 hr. The solvent was evaporated under reduced pressure, and the residue was purified by HPLC. This was converted to hydrochloride with 4 mol/L hydrochloric acid-1,4-dioxane to give the title compound (158 mg) as a white powder.